This data is from the Open Reaction Database (ORD), a public repository of structured organic reaction records. The task is: describe an organic reaction: reactants, conditions, products, and yield Product: O=[N+]([O-])c1ccccc1CNc1cccc(-c2c(Cc3ccccc3)cnc3c(C(F)(F)F)cccc23)c1. The reactants are Nc1cccc(-c2c(Cc3ccccc3)cnc3c(C(F)(F)F)cccc23)c1, O=Cc1ccccc1[N+](=O)[O-]. As a reaction SMILES: [CH2:1]([c:2]1[cH:3][cH:4][cH:5][cH:6][cH:7]1)[c:8]1[cH:9][n:10][c:11]2[c:12]([C:25]([F:26])([F:27])[F:28])[cH:13][cH:14][cH:15][c:16]2[c:17]1-[c:18]1[cH:19][c:20]([NH2:24])[cH:21][cH:22][cH:23]1.[N+:29](=[O:30])([O-:31])[c:32]1[c:33]([CH:34]=[O:35])[cH:36][cH:37][cH:38][cH:39]1>>[CH2:1]([c:2]1[cH:3][cH:4][cH:5][cH:6][cH:7]1)[c:8]1[cH:9][n:10][c:11]2[c:12]([C:25]([F:26])([F:27])[F:28])[cH:13][cH:14][cH:15][c:16]2[c:17]1-[c:18]1[cH:19][c:20]([NH:24][CH2:34][c:33]2[c:32]([N+:29](=[O:30])[O-:31])[cH:39][cH:38][cH:37][cH:36]2)[cH:21][cH:22][cH:23]1. The reactants are NC(C(C)(C)C)C(=O)N (D,L-tert-leucine amide). The solvent is O (water). Yields the product N[C@H](C(C)(C)C)C(=O)N (D-tert-leucine amide). Reaction SMILES: [NH2:1][CH:2]([C:7]([NH2:9])=[O:8])[C:3]([CH3:6])([CH3:5])[CH3:4]>O>[NH2:1][C@@H:2]([C:7]([NH2:9])=[O:8])[C:3]([CH3:6])([CH3:5])[CH3:4]. Reported procedure: In accordance with the process described in JP Patent Application Laying Open (Kokai) No. 62-55097, Enterobacter cloacae N-7901 (FERM BP-873) was cultured. 1 L of culture solution was centrifuged, and the wet cells were then suspended in distilled water to prepare a 800 g cell suspension. 200 g of D,L-tert-leucine amide was dissolved in this suspension, and the solution was then allowed to react at 40° C. for 52 hours. After the reaction, cells were removed by centrifugation and 970 g of an aque... Starting materials: O (water), C(C)(=O)OC1=CC=C(C=C)C=C1 (p-Acetoxystyrene), N(=NC(C#N)(C)C)C(C#N)(C)C (azobisisobutyronitrile), [OH-].[Na+] (sodium hydroxide), O (water). The solvent is C(C)(=O)OCCCC (butyl acetate), CCCCCC (hexane). Conditions: temperature 80 celsius, time 2.5 hour. The product is C#CC1=CC=C(C=C1)O (poly(p-hydroxystyrene)). Reaction SMILES: C([O:4][C:5]1[CH:12]=[CH:11][C:8]([CH:9]=[CH2:10])=[CH:7][CH:6]=1)(=O)C.N(C(C)(C)C#N)=NC(C)(C)C#N.[OH-].[Na+].O>C(OCCCC)(=O)C.CCCCCC>[CH:10]#[C:9][C:8]1[CH:11]=[CH:12][C:5]([OH:4])=[CH:6][CH:7]=1 |f:2.3|. Reported procedure: p-Acetoxystyrene (32.4 g (0.2 mol)) was dissolved in 120 ml of butyl acetate, 0.066 g of azobisisobutyronitrile (AIBN) was added thereto with stirring at 80° C. three times every 2.5 hours in a nitrogen stream, and the stirring was further continued for 5 hours, thereby performing the polymerization reaction. The reaction solution was poured in 1,200 ml of hexane to precipitate a white resin, and the obtained resin was dried and then dissolved in 150 ml of methanol. An aqueous solution containin... As a reaction SMILES: [N:1]1C=CC=CC=1.Br[CH2:8][C:9](=O)[C:10]([O:12][CH2:13][CH3:14])=[O:11].[NH2:16][C:17]1[N:24]=[C:23](Br)[CH:22]=[CH:21][C:18]=1[CH:19]=O.N1CCCC1.[CH3:31][CH2:32][OH:33]>>[NH2:1][C:8]1[C:9]([C:10]([O:12][CH2:13][CH3:14])=[O:11])=[N:16][C:17]2[C:18]([CH:19]=1)=[CH:21][CH:22]=[C:23]([O:33][CH2:32][CH3:31])[N:24]=2. Starting materials: NC1=C(C=O)C=CC(=N1)Br (2-amino-6-bromonicotinaldehyde), N1=CC=CC=C1 (pyridine), CCO (EtOH), N1CCCC1 (Pyrrolidine), N1=CC=CC=C1 (pyridine), BrCC(C(=O)OCC)=O (ethyl bromopyruvate), CCO (EtOH). Procedure: A solution of pyridine (0.13 mL, 1.6 mmol) and ethyl bromopyruvate (0.22 mL, 1.7 mmol) in EtOH (0.5 mL) was stirred at 70° C. in a sealed vial for 16 h. The reaction mixture was allowed to cool to ambient temperature and a solution of 2-amino-6-bromonicotinaldehyde (317 mg, 1.58 mmol) and pyridine (0.76 mL, 9.5 mmol) in EtOH (1 mL) was added. The reaction mixture then was heated at 100° C. in a sealed vial for 16 h. Pyrrolidine (0.26 mL, 3.2 mmol) was added, and stirring in the sealed vial was c... The product is NC=1C(=NC2=NC(=CC=C2C1)OCC)C(=O)OCC (Ethyl 3-amino-7-ethoxy-1,8-naphthyridine-2-carboxylate). Product: CC(=O)Nc1c(C)cccc1CCN1CCN(c2nsc3ccccc23)CC1. Reaction SMILES: [CH3:26][C:27]([Cl:28])=[O:29].[s:1]1[n:2][c:3]([N:10]2[CH2:11][CH2:12][N:13]([CH2:16][CH2:17][c:18]3[c:19]([NH2:25])[c:20]([CH3:24])[cH:21][cH:22][cH:23]3)[CH2:14][CH2:15]2)[c:4]2[c:5]1[cH:6][cH:7][cH:8][cH:9]2>>[s:1]1[n:2][c:3]([N:10]2[CH2:11][CH2:12][N:13]([CH2:16][CH2:17][c:18]3[c:19]([NH:25][C:27]([CH3:26])=[O:29])[c:20]([CH3:24])[cH:21][cH:22][cH:23]3)[CH2:14][CH2:15]2)[c:4]2[c:5]1[cH:6][cH:7][cH:8][cH:9]2. Starting materials: CC(=O)Cl, Cc1cccc(CCN2CCN(c3nsc4ccccc34)CC2)c1N. Reactants: CC1CNCCN1, CC#N, Cc1c(F)c(F)cc2c1c(=O)c(C(=O)O)cn2C1CC1. Yields the product Cc1c(F)c(N2CCNC(C)C2)cc2c1c(=O)c(C(=O)O)cn2C1CC1. RXN SMILES: [CH3:21][CH:22]1[NH:23][CH2:24][CH2:25][NH:26][CH2:27]1.[CH3:28][C:29]#[N:30].[CH:1]1([n:4]2[cH:5][c:6]([C:18](=[O:19])[OH:20])[c:7](=[O:17])[c:8]3[c:9]([CH3:16])[c:10]([F:15])[c:11]([F:14])[cH:12][c:13]23)[CH2:2][CH2:3]1>>[CH:1]1([n:4]2[cH:5][c:6]([C:18](=[O:19])[OH:20])[c:7](=[O:17])[c:8]3[c:9]([CH3:16])[c:10]([F:15])[c:11]([N:26]4[CH2:25][CH2:24][NH:23][CH:22]([CH3:21])[CH2:27]4)[cH:12][c:13]23)[CH2:2][CH2:3]1. Starting materials: C([O-])([O-])=O.[K+].[K+] (potassium carbonate), C(=O)C=1C=C(OC1)B(O)O ((4-formyl-2-furanyl)boronic acid), C(C)(=O)N1C(CC(C2=CC(=CC=C12)Br)NC(OC(C)C)=O)C (1-methylethyl (1-acetyl-6-bromo-2-methyl-1,2,3,4-tetrahydro-4-quinolinyl)carbamate), C1(=CC=CC=C1)C (toluene). The reagents and catalysts are C=1C=CC(=CC1)[P](C=2C=CC=CC2)(C=3C=CC=CC3)[Pd]([P](C=4C=CC=CC4)(C=5C=CC=CC5)C=6C=CC=CC6)([P](C=7C=CC=CC7)(C=8C=CC=CC8)C=9C=CC=CC9)[P](C=1C=CC=CC1)(C=1C=CC=CC1)C=1C=CC=CC1 (tetrakis(triphenylphosphine)palladium(0)). The solvent is C(C)O (ethanol). Yields the product CC(C)OC(N[C@@H]1C[C@@H](N(C2=CC=C(C=C12)C=1OC=C(C1)C=O)C(C)=O)C)=O (1-methylethyl[(cis)-1-acetyl-6-(4-formyl-2-furanyl)-2-methyl-1,2,3,4-tetrahydro-4-quinolinyl]carbamate). As a reaction SMILES: [C:1]([N:4]1[C:13]2[C:8](=[CH:9][C:10](Br)=[CH:11][CH:12]=2)[CH:7]([NH:15][C:16](=[O:21])[O:17][CH:18]([CH3:20])[CH3:19])[CH2:6][CH:5]1[CH3:22])(=[O:3])[CH3:2].C(=O)([O-])[O-].[K+].[K+].[CH:29]([C:31]1[CH:32]=[C:33](B(O)O)[O:34][CH:35]=1)=[O:30].C1(C)C=CC=CC=1>C(O)C.C1C=CC([P]([Pd]([P](C2C=CC=CC=2)(C2C=CC=CC=2)C2C=CC=CC=2)([P](C2C=CC=CC=2)(C2C=CC=CC=2)C2C=CC=CC=2)[P](C2C=CC=CC=2)(C2C=CC=CC=2)C2C=CC=CC=2)(C2C=CC=CC=2)C2C=CC=CC=2)=CC=1>[CH3:19][CH:18]([O:17][C:16](=[O:21])[NH:15][C@H:7]1[C:8]2[C:13](=[CH:12][CH:11]=[C:10]([C:33]3[O:34][CH:35]=[C:31]([CH:29]=[O:30])[CH:32]=3)[CH:9]=2)[N:4]([C:1](=[O:3])[CH3:2])[C@@H:5]([CH3:22])[CH2:6]1)[CH3:20] |f:1.2.3,^1:52,54,73,92|. Procedure: 1-methylethyl (1-acetyl-6-bromo-2-methyl-1,2,3,4-tetrahydro-4-quinolinyl)carbamate (for a preparation see Example 61) (150 mg, 0.406 mmol) was mixed with potassium carbonate (112 mg, 0.812 mmol), tetrakis(triphenylphosphine)palladium(0) (23.47 mg, 0.020 mmol) and (4-formyl-2-furanyl)boronic acid (68.2 mg, 0.487 mmol, available from Frontier scientific), dissolved in ethanol (1 mL) and toluene (1 mL) and stirred under nitrogen at 90° C. for 2.5 days. The reaction A was partitioned between distill... Starting materials: Cc1ccccc1, COC(=O)c1ccc(C(C)n2cc(CC3C(=O)NC=CN3S(=O)(=O)c3ccc(Cl)c(Cl)c3)nn2)cc1, ClCCl. Product: CC(c1ccc(CO)cc1)n1cc(CC2C(=O)NC=CN2S(=O)(=O)c2ccc(Cl)c(Cl)c2)nn1. As a reaction SMILES: [CH3:40][c:41]1[cH:42][cH:43][cH:44][cH:45][cH:46]1.[Cl:1][c:2]1[cH:3][c:4]([S:9](=[O:10])(=[O:11])[N:12]2[CH:13]([CH2:19][c:20]3[n:21][n:22][n:23]([CH:25]([CH3:26])[c:27]4[cH:28][cH:29][c:30]([C:31](=[O:32])[O:33][CH3:34])[cH:35][cH:36]4)[cH:24]3)[C:14](=[O:18])[NH:15][CH:16]=[CH:17]2)[cH:5][cH:6][c:7]1[Cl:8].[Cl:37][CH2:38][Cl:39]>>[Cl:1][c:2]1[cH:3][c:4]([S:9](=[O:10])(=[O:11])[N:12]2[CH:13]([CH2:19][c:20]3[n:21][n:22][n:23]([CH:25]([CH3:26])[c:27]4[cH:28][cH:29][c:30]([CH2:31][OH:32])[cH:35][cH:36]4)[cH:24]3)[C:14](=[O:18])[NH:15][CH:16]=[CH:17]2)[cH:5][cH:6][c:7]1[Cl:8]. The reactants are Example A3 ( d ), C(C)(C)(C)OC(=O)N1CC2=CC(=C(C=C2C1)F)I (5-fluoro-6-iodo-1,3-dihydro-isoindole-2-carboxylic acid tert-butyl ester), N1CCOCC1 (morpholine). The product is C(C)(C)(C)OC(=O)N1CC2=CC(=C(C=C2C1)F)N1CCOCC1 (5-Fluoro-6-morpholin-4-yl-1,3-dihydro-isoindole-2-carboxylic acid tert-butyl ester). RXN SMILES: [C:1]([O:5][C:6]([N:8]1[CH2:16][C:15]2[C:10](=[CH:11][C:12](I)=[C:13]([F:17])[CH:14]=2)[CH2:9]1)=[O:7])([CH3:4])([CH3:3])[CH3:2].[NH:19]1[CH2:24][CH2:23][O:22][CH2:21][CH2:20]1>>[C:1]([O:5][C:6]([N:8]1[CH2:16][C:15]2[C:10](=[CH:11][C:12]([N:19]3[CH2:24][CH2:23][O:22][CH2:21][CH2:20]3)=[C:13]([F:17])[CH:14]=2)[CH2:9]1)=[O:7])([CH3:4])([CH3:3])[CH3:2]. Procedure details: Prepared in analogy to Example A3 (d) from 5-fluoro-6-iodo-1,3-dihydro-isoindole-2-carboxylic acid tert-butyl ester and morpholine. Yellow solid. MS (m/e): 323.4 ([M+H]+, 100%). The yield is 54.7%. Reported procedure: 5% Palladium carbon (300 mg) was added to a solution of 1-(1-tert-butoxycarbonylmethyl-2-oxo-5-cyclohexyl-1,3,4,5-tetrahydro-2H-1,5-benzodiazepin-3-yl)-3-(3-benzyloxycarbonylphenyl)urea (960 mg) in ethanol (50 ml), the mixture was stirred at room temperature for 3 hours under hydrogen atmosphere. The reaction mixture was filtrated through a pad of Celite, and the filtrate was concentrated under reduced pressure. Isopropyl alcohol was added to the residue for crystallization, collected by filtrat... The product is C(C)(C)(C)OC(=O)CN1C(C(CN(C2=C1C=CC=C2)C2CCCCC2)NC(NC=2C=C(C(=O)O)C=CC2)=O)=O (3-[3-(1-tert-butoxycarbonylmethyl-2-oxo-5-cyclohexyl-1,3,4,5-tetrahydro-2H-1,5-benzodiazepin-3-yl)ureido]benzoic acid). The solvent is C(C)O (ethanol). Reactants: C(C)(C)(C)OC(=O)CN1C(C(CN(C2=C1C=CC=C2)C2CCCCC2)NC(=O)NC2=CC(=CC=C2)C(=O)OCC2=CC=CC=C2)=O (1-(1-tert-butoxycarbonylmethyl-2-oxo-5-cyclohexyl-1,3,4,5-tetrahydro-2H-1,5-benzodiazepin-3-yl)-3-(3-benzyloxycarbonylphenyl)urea). Reaction SMILES: [C:1]([O:5][C:6]([CH2:8][N:9]1[C:15]2[CH:16]=[CH:17][CH:18]=[CH:19][C:14]=2[N:13]([CH:20]2[CH2:25][CH2:24][CH2:23][CH2:22][CH2:21]2)[CH2:12][CH:11]([NH:26][C:27]([NH:29][C:30]2[CH:35]=[CH:34][CH:33]=[C:32]([C:36]([O:38]CC3C=CC=CC=3)=[O:37])[CH:31]=2)=[O:28])[C:10]1=[O:46])=[O:7])([CH3:4])([CH3:3])[CH3:2]>C(O)C.[C].[Pd]>[C:1]([O:5][C:6]([CH2:8][N:9]1[C:15]2[CH:16]=[CH:17][CH:18]=[CH:19][C:14]=2[N:13]([CH:20]2[CH2:25][CH2:24][CH2:23][CH2:22][CH2:21]2)[CH2:12][CH:11]([NH:26][C:27](=[O:28])[NH:29][C:30]2[CH:31]=[C:32]([CH:33]=[CH:34][CH:35]=2)[C:36]([OH:38])=[O:37])[C:10]1=[O:46])=[O:7])([CH3:4])([CH3:2])[CH3:3] |f:2.3|. Reagents/catalysts: [C].[Pd] (Palladium carbon). Conditions: time 3 hour.